Dataset: the Open Reaction Database (ORD), a public repository of structured organic reaction records. Task: describe an organic reaction: reactants, conditions, products, and yield Starting materials: CC(=O)NCCCS(=O)(=O)OCC(C)(C)C(OCc1ccccc1)C(=O)OCCOC(=O)C1CCCCC1, CO, O=C1c2ccccc2C(=O)N1CCCS(=O)(=O)Cl, Cl. Product: CC(=O)NCCCS(=O)(=O)OCC(C)(C)C(O)C(=O)OCCOC(=O)C1CCCCC1. Reaction SMILES: [C:1]([CH3:2])(=[O:3])[NH:4][CH2:5][CH2:6][CH2:7][S:8](=[O:9])(=[O:10])[O:11][CH2:12][C:13]([CH:14]([C:15](=[O:16])[O:17][CH2:18][CH2:19][O:20][C:21](=[O:22])[CH:23]1[CH2:24][CH2:25][CH2:26][CH2:27][CH2:28]1)[O:29][CH2:30][c:31]1[cH:32][cH:33][cH:34][cH:35][cH:36]1)([CH3:37])[CH3:38].[CH3:58][OH:59].[Cl:39][S:40]([CH2:41][CH2:42][CH2:43][N:44]1[C:45](=[O:46])[c:47]2[cH:48][cH:49][cH:50][cH:51][c:52]2[C:53]1=[O:54])(=[O:55])=[O:56].[ClH:57]>>[C:1]([CH3:2])(=[O:3])[NH:4][CH2:5][CH2:6][CH2:7][S:8](=[O:9])(=[O:10])[O:11][CH2:12][C:13]([CH:14]([C:15](=[O:16])[O:17][CH2:18][CH2:19][O:20][C:21](=[O:22])[CH:23]1[CH2:24][CH2:25][CH2:26][CH2:27][CH2:28]1)[OH:29])([CH3:37])[CH3:38]. Reactants: Cc1noc(N)n1, [Cl-], O=C(O)C(c1ccccc1)c1ccccc1. The product is Cc1noc(NC(=O)C(c2ccccc2)c2ccccc2)n1. Reaction SMILES: [CH3:1][c:2]1[n:3][o:4][c:5]([NH2:7])[n:6]1.[Cl-:8].[c:9]1([CH:15]([C:16](=[O:17])[OH:18])[c:19]2[cH:20][cH:21][cH:22][cH:23][cH:24]2)[cH:10][cH:11][cH:12][cH:13][cH:14]1>>[CH3:1][c:2]1[n:3][o:4][c:5]([NH:7][C:16]([CH:15]([c:9]2[cH:10][cH:11][cH:12][cH:13][cH:14]2)[c:19]2[cH:20][cH:21][cH:22][cH:23][cH:24]2)=[O:17])[n:6]1. Starting materials: C(C)OC([C@H](CC1=CC=C(C=C1)OCCCBr)OC)=O ((2S)-3-[4-(3-Bromo-propoxy)-phenyl]-2-methoxy-propionic acid ethyl ester), OC1=CC=C(C=C1)C(=O)C1=CC=CC2=CC=CC=C12 ((4-Hydroxy-phenyl)-naphthalen-1-yl-methanone), [OH-].[Na+] (NaOH). Yields the product CO[C@H](C(=O)O)CC1=CC=C(C=C1)OCCCOC1=CC=C(C=C1)C(=O)C1=CC=CC2=CC=CC=C12 ((2S)-2-Methoxy-3-(4-{3-[4-(naphthalene-1-carbonyl)-phenoxy]-propoxy}-phenyl)-propionic acid). As a reaction SMILES: C([O:3][C:4](=[O:20])[C@@H:5]([O:18][CH3:19])[CH2:6][C:7]1[CH:12]=[CH:11][C:10]([O:13][CH2:14][CH2:15][CH2:16]Br)=[CH:9][CH:8]=1)C.[OH:21][C:22]1[CH:27]=[CH:26][C:25]([C:28]([C:30]2[C:39]3[C:34](=[CH:35][CH:36]=[CH:37][CH:38]=3)[CH:33]=[CH:32][CH:31]=2)=[O:29])=[CH:24][CH:23]=1.[OH-].[Na+]>>[CH3:19][O:18][C@@H:5]([CH2:6][C:7]1[CH:8]=[CH:9][C:10]([O:13][CH2:14][CH2:15][CH2:16][O:21][C:22]2[CH:23]=[CH:24][C:25]([C:28]([C:30]3[C:39]4[C:34](=[CH:35][CH:36]=[CH:37][CH:38]=4)[CH:33]=[CH:32][CH:31]=3)=[O:29])=[CH:26][CH:27]=2)=[CH:11][CH:12]=1)[C:4]([OH:3])=[O:20] |f:2.3|. Reported procedure: (2S)-3-[4-(3-Bromo-propoxy)-phenyl]-2-methoxy-propionic acid ethyl ester from Example 173, Step A wag treated with (4-Hydroxy-phenyl)-naphthalen-1-yl-methanone from Step A under the Standard Procedure J. The compound thus obtained was allowed to react under Standard hydrolysis procedure C (NaOH) to give the title compound. MS(ES) for C30H28O6 [M+NH4]+: 507, [M+H]+485. The reactants are BrCC(=O)C=1C=C2CCCSC2=CC1 (6-(alpha-bromoacetyl)-thiochromane), O=C1NC2=C(N1C1CCNCC1)C=CC=C2 (4-(2-oxo-1-benzimidazolinyl)-piperidine). Yields the product S1CCCC2=CC(=CC=C12)C(CN1CCC(CC1)N1C(NC2=C1C=CC=C2)=O)O (1-(6-Thiochromanyl)-2-[4-(2-oxo-1-benzimidazolinyl)-1-piperidinyl]-ethanol). Yield: 38.0%. RXN SMILES: Br[CH2:2][C:3]([C:5]1[CH:6]=[C:7]2[C:12](=[CH:13][CH:14]=1)[S:11][CH2:10][CH2:9][CH2:8]2)=[O:4].[O:15]=[C:16]1[N:20]([CH:21]2[CH2:26][CH2:25][NH:24][CH2:23][CH2:22]2)[C:19]2[CH:27]=[CH:28][CH:29]=[CH:30][C:18]=2[NH:17]1>>[S:11]1[C:12]2[C:7](=[CH:6][C:5]([CH:3]([OH:4])[CH2:2][N:24]3[CH2:23][CH2:22][CH:21]([N:20]4[C:19]5[CH:27]=[CH:28][CH:29]=[CH:30][C:18]=5[NH:17][C:16]4=[O:15])[CH2:26][CH2:25]3)=[CH:14][CH:13]=2)[CH2:8][CH2:9][CH2:10]1. Procedure: By the procedure of Example 29, and starting from 6-(alpha-bromoacetyl)-thiochromane and 4-(2-oxo-1-benzimidazolinyl)-piperidine, the corresponding aminoketone is obtained in 38% yield (MG 16413), m.p. 184°-186° C., which is then reduced with NaBH4. Reactants: O=C([O-])[O-], CNCCNC, CC#N, O=[N+]([O-])c1cccnc1Cl, [K+], [K+]. Yields the product CNCCN(C)c1ncccc1[N+](=O)[O-]. RXN SMILES: [C:7](=[O:8])([O-:9])[O-:10].[CH3:1][NH:2][CH2:3][CH2:4][NH:5][CH3:6].[CH3:23][C:24]#[N:25].[Cl:13][c:14]1[n:15][cH:16][cH:17][cH:18][c:19]1[N+:20](=[O:21])[O-:22].[K+:11].[K+:12]>>[CH3:1][N:2]([CH2:3][CH2:4][NH:5][CH3:6])[c:14]1[n:15][cH:16][cH:17][cH:18][c:19]1[N+:20](=[O:21])[O-:22]. The reactants are CC(C)(C)S(N)=O, COC(CC(C)(C)O)OC, ClCCl, [Mg+2], O=S(=O)([O-])[O-]. Yields the product CC(C)(O)CC=NS(=O)C(C)(C)C. Reaction SMILES: [CH3:11][C:12]([CH3:13])([CH3:14])[S:15](=[O:16])[NH2:17].[CH3:1][O:2][CH:3]([CH2:4][C:5]([CH3:6])([OH:7])[CH3:8])[O:9][CH3:10].[Cl:24][CH2:25][Cl:26].[Mg+2:18].[O-:19][S:20](=[O:21])(=[O:22])[O-:23]>>[CH:3]([CH2:4][C:5]([CH3:6])([OH:7])[CH3:8])=[N:17][S:15]([C:12]([CH3:11])([CH3:13])[CH3:14])=[O:16]. Reported procedure: A mixture of (5S,7S)-5-(4-cyanobenzyl)-3-(3,5-dichlorophenyl)-7-amino-1,3-diazabicyclo[3.3.0]octane-2,4-dione (82.7 mg), succinamic acid (45.86 mg), EDC (93.12 mg), HOBT (61.24 mg) and DIEA (104.79 μL) in THF (5 mL) was stirred overnight at room temperature. The reaction mixture was concentrated and purified by high performance liquid chromatography (HPLC) (Beckman 5μ C18 column; eluted with a gradient of H2O/MeCN (10-100%)/0.1% TFA) to give 72 mg of the titled compound. MS (m/z) 536 (MNa+). RXN SMILES: [C:1]([C:3]1[CH:28]=[CH:27][C:6]([CH2:7][C@@:8]23[CH2:15][C@H:14]([NH2:16])[CH2:13][N:12]2[C:11](=[O:17])[N:10]([C:18]2[CH:23]=[C:22]([Cl:24])[CH:21]=[C:20]([Cl:25])[CH:19]=2)[C:9]3=[O:26])=[CH:5][CH:4]=1)#[N:2].[C:29](O)(=[O:35])[CH2:30][CH2:31][C:32]([NH2:34])=[O:33].C1C=CC2N(O)N=NC=2C=1.CCN(C(C)C)C(C)C>C1COCC1.C(Cl)CCl>[C:1]([C:3]1[CH:4]=[CH:5][C:6]([CH2:7][C@@:8]23[CH2:15][C@H:14]([NH:16][C:29](=[O:35])[CH2:30][CH2:31][C:32](=[O:33])[NH2:34])[CH2:13][N:12]2[C:11](=[O:17])[N:10]([C:18]2[CH:23]=[C:22]([Cl:24])[CH:21]=[C:20]([Cl:25])[CH:19]=2)[C:9]3=[O:26])=[CH:27][CH:28]=1)#[N:2]. Run at time 8 hour. Yields the product C(#N)C1=CC=C(C[C@@]23C(N(C(N3C[C@H](C2)NC(CCC(N)=O)=O)=O)C2=CC(=CC(=C2)Cl)Cl)=O)C=C1 ((5S,7S)-5-(4-Cyanobenzyl)-3-(3,5-dichlorophenyl)-7-[(3-carbamoylpropionyl)amino]-1,3-diazabicyclo[3.3.0]octane-2,4-dione). Reactants: C(#N)C1=CC=C(C[C@@]23C(N(C(N3C[C@H](C2)N)=O)C2=CC(=CC(=C2)Cl)Cl)=O)C=C1 ((5S,7S)-5-(4-cyanobenzyl)-3-(3,5-dichlorophenyl)-7-amino-1,3-diazabicyclo[3.3.0]octane-2,4-dione), C(CCC(=O)N)(=O)O (succinamic acid), C=1C=CC2=C(C1)N=NN2O (HOBT), CCN(C(C)C)C(C)C (DIEA). Solvent: C1CCOC1 (THF), C(CCl)Cl (EDC). The yield is 70.3%. The reactants are CN, CC(=O)[O-], Cc1cc(Cl)ccc1C=O, ClCCl, Cl, C[N+](=O)[O-], [Na+], O. Product: Cc1cc(Cl)ccc1C=C[N+](=O)[O-]. Reaction SMILES: [CH3:12][NH2:13].[CH3:15][C:16](=[O:17])[O-:18].[Cl:1][c:2]1[cH:3][c:4]([CH3:10])[c:5]([CH:6]=[O:7])[cH:8][cH:9]1.[Cl:24][CH2:25][Cl:26].[ClH:11].[N+:19](=[O:20])([O-:21])[CH3:22].[Na+:14].[OH2:23]>>[Cl:1][c:2]1[cH:3][c:4]([CH3:10])[c:5]([CH:6]=[CH:22][N+:19](=[O:20])[O-:21])[cH:8][cH:9]1. Reactants: CC(C)(C)OC(=O)N(CC(=O)O)Cc1ccc(F)cc1, CNOC, CN1CCOCC1, C(=NC1CCCCC1)=NC1CCCCC1, ClCCl, Cl. Yields the product CON(C)C(=O)CN(Cc1ccc(F)cc1)C(=O)OC(C)(C)C. RXN SMILES: [C:1]([CH3:2])([CH3:3])([CH3:4])[O:5][C:6](=[O:7])[N:8]([CH2:9][C:10](=[O:11])[OH:12])[CH2:13][c:14]1[cH:15][cH:16][c:17]([F:20])[cH:18][cH:19]1.[CH3:22][NH:23][O:24][CH3:25].[CH3:26][N:27]1[CH2:28][CH2:29][O:30][CH2:31][CH2:32]1.[CH:33]1([N:34]=[C:35]=[N:36][CH:37]2[CH2:38][CH2:39][CH2:40][CH2:41][CH2:42]2)[CH2:43][CH2:44][CH2:45][CH2:46][CH2:47]1.[Cl:48][CH2:49][Cl:50].[ClH:21]>>[C:1]([CH3:2])([CH3:3])([CH3:4])[O:5][C:6](=[O:7])[N:8]([CH2:9][C:10](=[O:12])[N:23]([CH3:22])[O:24][CH3:25])[CH2:13][c:14]1[cH:15][cH:16][c:17]([F:20])[cH:18][cH:19]1.